Dataset: the Open Reaction Database (ORD), a public repository of structured organic reaction records. Task: describe an organic reaction: reactants, conditions, products, and yield Reaction conditions: time 1 hour. Reported procedure: To a solution of 1,2-bis(allyloxycarbonyl)-4-(1-hydroxyethyl)pyrazolidine (13 g) in acetone (260 ml) was added dropwise Jones Reagent (2.67N, 34 ml) at 0° C. After stirring for 1 hour, to the reaction mixture was added dropwise 2-propanol (200 ml) and the reaction mixture was stirred at 0° C. for 1 hour. The precipitate was filtered off and the filtrate was evaporated to give a residual oil, which was extracted with ethyl acetate and the organic layer was separated, washed with brine, and dried ... Product: C(C)(=O)C1CN(N(C1)C(=O)OCC=C)C(=O)OCC=C (4-acetyl-1,2-bis(allyloxycarbonyl)pyrazolidine). Starting materials: C(C=C)OC(=O)N1N(CC(C1)C(C)O)C(=O)OCC=C (1,2-bis(allyloxycarbonyl)-4-(1-hydroxyethyl)pyrazolidine), CC(=O)C.OS(=O)(=O)O.O=[Cr](=O)=O (Jones Reagent), CC(C)O (2-propanol). Reaction SMILES: [CH2:1]([O:4][C:5]([N:7]1[CH2:11][CH:10]([CH:12]([OH:14])[CH3:13])[CH2:9][N:8]1[C:15]([O:17][CH2:18][CH:19]=[CH2:20])=[O:16])=[O:6])[CH:2]=[CH2:3].CC(C)=O.OS(O)(=O)=O.O=[Cr](=O)=O.CC(O)C>CC(C)=O>[C:12]([CH:10]1[CH2:11][N:7]([C:5]([O:4][CH2:1][CH:2]=[CH2:3])=[O:6])[N:8]([C:15]([O:17][CH2:18][CH:19]=[CH2:20])=[O:16])[CH2:9]1)(=[O:14])[CH3:13] |f:1.2.3|. Run in CC(=O)C (acetone). Yield: 71.1%. The reactants are C(OCC1=C(C=CC=C1)Cl)(=O)Cl (2-chlorobenzyl carbonochloridate), C(#N)C1=CC=C(C=C1)N1C[C@H](CCC1)N[C@H]1[C@@H](CCCC1)NC(CC1=CN(C2=CC=CC=C12)C)=O (N-((1R,2R)-2-((S)-1-(4-Cyanophenyl)piperidin-3-ylamino)cyclohexyl)-2-(1-methyl-1H-indol-3-yl)acetamide), C(#N)C1=CC=C(C=C1)N1C[C@H](CCC1)N[C@H]1[C@@H](CCCC1)NC(CC1=CN(C2=CC=CC=C12)C)=O (N-((1R,2R)-2-((S)-1-(4-Cyanophenyl)piperidin-3-ylamino)cyclohexyl)-2-(1-methyl-1H-indol-3-yl)acetamide). Yields the product C(#N)C1=CC=C(C=C1)N1C[C@H](CCC1)N[C@H]1[C@@H](CCCC1)NC(OCC1=C(C=CC=C1)Cl)=O (2-Chlorobenzyl (1R,2R)-2-((S)-1-(4-cyanophenyl)piperidin-3-ylamino)cyclohexylcarbamate), pale yellow solid. Isolated yield 21.3%. As a reaction SMILES: [C:1]([C:3]1[CH:8]=[CH:7][C:6]([N:9]2[CH2:14][CH2:13][CH2:12][C@H:11]([NH:15][C@@H:16]3[CH2:21][CH2:20][CH2:19][CH2:18][C@H:17]3[NH:22][C:23](=[O:35])CC3C4C(=CC=CC=4)N(C)C=3)[CH2:10]2)=[CH:5][CH:4]=1)#[N:2].C(Cl)(=O)[O:37][CH2:38][C:39]1[CH:44]=[CH:43][CH:42]=[CH:41][C:40]=1[Cl:45]>>[C:1]([C:3]1[CH:4]=[CH:5][C:6]([N:9]2[CH2:14][CH2:13][CH2:12][C@H:11]([NH:15][C@@H:16]3[CH2:21][CH2:20][CH2:19][CH2:18][C@H:17]3[NH:22][C:23](=[O:35])[O:37][CH2:38][C:39]3[CH:44]=[CH:43][CH:42]=[CH:41][C:40]=3[Cl:45])[CH2:10]2)=[CH:7][CH:8]=1)#[N:2]. Procedure: 2-Chlorobenzyl (1R,2R)-2-((S)-1-(4-cyanophenyl)piperidin-3-ylamino)cyclohexylcarbamate was synthesized using 4-((S)-3-((1R,2R)-2-aminocyclohexylamino)piperidin-1-yl)benzonitrile (from intermediate D, Example 10) (60 mg, 0.2 mmol) and 2-chlorobenzyl carbonochloridate (68 mg, 0.22 mmol) according to General Procedure H to give 20 mg (21.3%) of pale yellow solid. Anal. Calcd. for C26H31ClN4O2 m/z 466.2, found: 467.2 (M+H)+; 1H NMR (400 MHz, CD3OD) δ ppm 7.44 (d, J=8.7 Hz, 2H), 7.38 (m, 2H), 7.29 (m... Reactants: C1(C(OBO1)(C)C)(C)C, c1cc(c(cc1)c1n(ncc1)[C@@H]1CCCCO1)C#N. The reagents and catalysts are c1ccc(cc1)-c2c3ccccc3cc4ccccc24 (9-Phenylanthracene), c12c3c(c(c(cn3)C)C)ccc1c(c(cn2)C)C (3,4,7,8-4Me-Phen), [Ir-]12[Ir-]([O+]1C)[O+]2C.C1=CCCC=CCC1.C1=CCCC=CCC1 ([Ir(OMe)(COD)]2). Run in C1CCOC1 (THF). Reaction conditions: temperature 60 celsius, time 18 hour. Product: CC1(C)OB(OC1(C)C)c2cc(c3ccccc3C#N)n(n2)C4CCCCO4. As a reaction SMILES: [N:1]#[C:2][c:3]1[c:8]([c:9]2[n:13]([CH:14]3[O:19][CH2:18][CH2:17][CH2:16][CH2:15]3)[n:12][cH:11][cH:10]2)[cH:7][cH:6][cH:5][cH:4]1.[CH3:20][C:21]1([C:26]([CH3:28])([CH3:27])[O:25][BH:24][O:23]1)[CH3:22]>>[CH3:20][C:21]1([C:26]([CH3:28])([CH3:27])[O:25][B:24]([c:11]2[n:12][n:13]([CH:14]3[O:19][CH2:18][CH2:17][CH2:16][CH2:15]3)[c:9]([c:8]4[c:3]([C:2]#[N:1])[cH:4][cH:5][cH:6][cH:7]4)[cH:10]2)[O:23]1)[CH3:22]. The reactants are COC(=O)c1cc(Cl)ccc1NC(=O)COCC(=O)O, NC(c1ccc(F)cc1)c1ccc(F)cc1. Yields the product COC(=O)c1cc(Cl)ccc1NC(=O)COCC(=O)NC(c1ccc(F)cc1)c1ccc(F)cc1. Reaction SMILES: [Cl:1][c:2]1[cH:3][c:4]([C:17](=[O:18])[O:19][CH3:20])[c:5]([NH:8][C:9]([CH2:10][O:11][CH2:12][C:13](=[O:14])[OH:15])=[O:16])[cH:6][cH:7]1.[F:21][c:22]1[cH:23][cH:24][c:25]([CH:28]([NH2:29])[c:30]2[cH:31][cH:32][c:33]([F:36])[cH:34][cH:35]2)[cH:26][cH:27]1>>[Cl:1][c:2]1[cH:3][c:4]([C:17](=[O:18])[O:19][CH3:20])[c:5]([NH:8][C:9]([CH2:10][O:11][CH2:12][C:13](=[O:15])[NH:29][CH:28]([c:25]2[cH:24][cH:23][c:22]([F:21])[cH:27][cH:26]2)[c:30]2[cH:31][cH:32][c:33]([F:36])[cH:34][cH:35]2)=[O:16])[cH:6][cH:7]1.